From a dataset of the Open Reaction Database (ORD), a public repository of structured organic reaction records. describe an organic reaction: reactants, conditions, products, and yield Starting materials: C(C)OC(C1=CC(=CC(=C1)SCC(C)=O)Br)=O (3-Bromo-5-(2-oxo-propylsulfanyl)-benzoic acid ethyl ester), Cl.ClC=1C=C(C=CC1)NN (3-chlorophenylhydrazine hydrochloride). Product: C(C)OC(C1=CC(=CC(=C1)SC1=C(NC2=CC(=CC=C12)Cl)C)Br)=O (3-Bromo-5-(6-chloro-2-methyl-1H-indol-3-ylsulfanyl)-benzoic acid ethyl ester). RXN SMILES: [CH2:1]([O:3][C:4](=[O:17])[C:5]1[CH:10]=[C:9]([S:11][CH2:12][C:13](=O)[CH3:14])[CH:8]=[C:7]([Br:16])[CH:6]=1)[CH3:2].Cl.[Cl:19][C:20]1[CH:21]=[C:22]([NH:26]N)[CH:23]=[CH:24][CH:25]=1>>[CH2:1]([O:3][C:4](=[O:17])[C:5]1[CH:10]=[C:9]([S:11][C:12]2[C:23]3[C:22](=[CH:21][C:20]([Cl:19])=[CH:25][CH:24]=3)[NH:26][C:13]=2[CH3:14])[CH:8]=[C:7]([Br:16])[CH:6]=1)[CH3:2] |f:1.2|. Procedure details: Prepared according to the procedure described in Example 2, Step 1, using the following starting materials: 3-Bromo-5-(2-oxo-propylsulfanyl)-benzoic acid ethyl ester and 3-chlorophenylhydrazine hydrochloride. The reactants are CCC(C)=O, O=C1Nc2cc(C(F)(F)F)ccc2C1(O)c1cc(Cl)ccc1O, FC(F)(F)c1ccc(CBr)cc1, [K+], [K+], O=C([O-])[O-]. Yields the product O=C1Nc2cc(C(F)(F)F)ccc2C1(O)c1cc(Cl)ccc1OCc1ccc(C(F)(F)F)cc1. Reaction SMILES: [CH3:42][C:43](=[O:44])[CH2:45][CH3:46].[Cl:1][c:2]1[cH:3][cH:4][c:5]([OH:23])[c:6]([C:8]2([OH:22])[C:9](=[O:21])[NH:10][c:11]3[cH:12][c:13]([C:17]([F:18])([F:19])[F:20])[cH:14][cH:15][c:16]32)[cH:7]1.[F:24][C:25]([c:26]1[cH:27][cH:28][c:29]([CH2:30][Br:31])[cH:32][cH:33]1)([F:34])[F:35].[K+:36].[K+:37].[O-:38][C:39]([O-:40])=[O:41]>>[Cl:1][c:2]1[cH:3][cH:4][c:5]([O:23][CH2:30][c:29]2[cH:28][cH:27][c:26]([C:25]([F:24])([F:34])[F:35])[cH:33][cH:32]2)[c:6]([C:8]2([OH:22])[C:9](=[O:21])[NH:10][c:11]3[cH:12][c:13]([C:17]([F:18])([F:19])[F:20])[cH:14][cH:15][c:16]32)[cH:7]1.